Dataset: the Open Reaction Database (ORD), a public repository of structured organic reaction records. Task: describe an organic reaction: reactants, conditions, products, and yield Reactants: Br, Br, Br, Cc1ccc(C(=O)O)s1, CN1CCC(N2CCN(C(=O)Cc3csc(N)n3)CC2)CC1. Yields the product Cc1ccc(C(=O)Nc2nc(CC(=O)N3CCN(C4CCN(C)CC4)CC3)cs2)s1. Reaction SMILES: [BrH:1].[BrH:2].[BrH:3].[CH3:26][c:27]1[cH:28][cH:29][c:30]([C:32](=[O:33])[OH:34])[s:31]1.[NH2:4][c:5]1[s:6][cH:7][c:8]([CH2:10][C:11](=[O:12])[N:13]2[CH2:14][CH2:15][N:16]([CH:19]3[CH2:20][CH2:21][N:22]([CH3:25])[CH2:23][CH2:24]3)[CH2:17][CH2:18]2)[n:9]1>>[NH:4]([c:5]1[s:6][cH:7][c:8]([CH2:10][C:11](=[O:12])[N:13]2[CH2:14][CH2:15][N:16]([CH:19]3[CH2:20][CH2:21][N:22]([CH3:25])[CH2:23][CH2:24]3)[CH2:17][CH2:18]2)[n:9]1)[C:32]([c:30]1[cH:29][cH:28][c:27]([CH3:26])[s:31]1)=[O:33]. Reactants: II (iodine), FC1=C(CCl)C=CC=C1 (2-fluorobenzyl chloride), [Mg] (magnesium), FC1=C(CCl)C=CC=C1 (2-fluorobenzyl chloride), CN1CC2=CC=CC=C2C(C1)=O (2-methyl-2,3-dihydro-4(1H)-isoquinolone). Solvent: CCOCC (ether), CCOCC (ether), CCOCC (ether). Conditions: time 1 hour. Product: Cl.FC1=C(CC2(CN(CC3=CC=CC=C23)C)O)C=CC=C1 (4-(2-Fluorobenzyl)-2-methyl-1,2,3,4-tetrahydro-4-isoquinolinol hydrochloride). As a reaction SMILES: [Mg].II.[F:4][C:5]1[CH:12]=[CH:11][CH:10]=[CH:9][C:6]=1[CH2:7][Cl:8].[CH3:13][N:14]1[CH2:23][C:22](=[O:24])[C:21]2[C:16](=[CH:17][CH:18]=[CH:19][CH:20]=2)[CH2:15]1>CCOCC>[ClH:8].[F:4][C:5]1[CH:12]=[CH:11][CH:10]=[CH:9][C:6]=1[CH2:7][C:22]1([OH:24])[C:21]2[C:16](=[CH:17][CH:18]=[CH:19][CH:20]=2)[CH2:15][N:14]([CH3:13])[CH2:23]1 |f:5.6|. Reported procedure: To a suspension of magnesium shavings (3.96 g) and a crystal of iodine in anhydrous ether (50 ml) is added several milliliters of 2-fluorobenzyl chloride. After initiation of the reaction with a hot air gun, the remainder of the 2-fluorobenzyl chloride for a total of 27.2 g is added dropwise as a solution in ether (50 ml). After the addition is complete, the reaction mixture is refluxed for 2 hours. A solution of 2-methyl-2,3-dihydro-4(1H)-isoquinolone (24.2 g) in ether (100 ml) is added dropwis... Reactants: C(C1=CC=CC=C1)OC=1C=C(OC2=C(C=C(C=C2C)[N+](=O)[O-])C)C=CC1OC (4-(3-benzyloxy-4-methoxyphenoxy)-3,5-dimethylnitrobenzene), C(=O)(C(F)(F)F)O (TFA), C1(=CC=CC=C1)SC (thioanisole). Yields the product OC=1C=C(OC2=C(C=C(C=C2C)[N+](=O)[O-])C)C=CC1OC (4-(3-hydroxy-4-methoxyphenoxy)-3,5-dimethylnitrobenzene). The yield is 95.4%. As a reaction SMILES: C([O:8][C:9]1[CH:10]=[C:11]([CH:24]=[CH:25][C:26]=1[O:27][CH3:28])[O:12][C:13]1[C:18]([CH3:19])=[CH:17][C:16]([N+:20]([O-:22])=[O:21])=[CH:15][C:14]=1[CH3:23])C1C=CC=CC=1.C(O)(C(F)(F)F)=O.C1(SC)C=CC=CC=1>>[OH:8][C:9]1[CH:10]=[C:11]([CH:24]=[CH:25][C:26]=1[O:27][CH3:28])[O:12][C:13]1[C:14]([CH3:23])=[CH:15][C:16]([N+:20]([O-:22])=[O:21])=[CH:17][C:18]=1[CH3:19]. Reported procedure: A solution of 4-(3-benzyloxy-4-methoxyphenoxy)-3,5-dimethylnitrobenzene (1.65 g), TFA (3.5 mL) and thioanisole (2.2 mL) were stirred for 4 h. The reaction was partitioned between ethyl acetate and water, the organic layer dried over sodium sulfate and concentrated in vacuo. Flash chromatography afforded 4-(3-hydroxy-4-methoxyphenoxy)-3,5-dimethylnitrobenzene (1.2 g) as a yellow oil. Starting materials: Cc1ccc(C(=O)O)cc1F, Cc1cccc(N)c1C. Reagents/catalysts: C1=CN(C=N1)C(=O)N2C=CN=C2 (CDI), C1CCC2=NCCCN2CC1 (DBU). Run in CN(C)C=O (DMF), CN(C)C=O (DMF), CN(C)C=O (DMF), CN(C)C=O (DMF), CN(C)C=O (DMF), CN(C)C=O (DMF). Reaction conditions: temperature 25 celsius, time 2 hour. Product: Cc1ccc(C(=O)Nc2cccc(C)c2C)cc1F. Isolated yield 0.1%. As a reaction SMILES: Cc1cccc(N)c1C.Cc1ccc(C(=O)O)cc1F.C1=CN(C=N1)C(=O)N2C=CN=C2.C1CCC2=NCCCN2CC1.CN(C)C=O>>Cc1ccc(C(=O)Nc2cccc(C)c2C)cc1F. Reactants: O=C(O)c1ccc(Cl)cc1Br, O=C1CCN(Cc2ccccc2)CC1, [Li]CCCC, CCOCC, CCCCCC, C1CCOC1, O. Product: O=C1OC2(CCN(Cc3ccccc3)CC2)c2cc(Cl)ccc21. RXN SMILES: [Br:1][c:2]1[c:3]([C:4](=[O:5])[OH:6])[cH:7][cH:8][c:9]([Cl:11])[cH:10]1.[CH2:12]([c:13]1[cH:14][cH:15][cH:16][cH:17][cH:18]1)[N:19]1[CH2:20][CH2:21][C:22](=[O:25])[CH2:23][CH2:24]1.[CH2:43]([Li:44])[CH2:45][CH2:46][CH3:47].[CH3:27][CH2:28][O:29][CH2:30][CH3:31].[CH3:37][CH2:38][CH2:39][CH2:40][CH2:41][CH3:42].[O:32]1[CH2:33][CH2:34][CH2:35][CH2:36]1.[OH2:26]>>[c:2]12[c:3]([cH:7][cH:8][c:9]([Cl:11])[cH:10]1)[C:4](=[O:5])[O:6][C:22]21[CH2:21][CH2:20][N:19]([CH2:12][c:13]2[cH:14][cH:15][cH:16][cH:17][cH:18]2)[CH2:24][CH2:23]1. Reactants: NC1=C(C(=O)C2=C(C=CC=C2)F)C=C(C=C1)Br (2-amino-5-bromo-2'-fluorobenzophenone), COC=1C=C(C=CC1OC)S(=O)(=O)Cl (3,4-dimethoxyphenylsulfonyl chloride). Run in N1=CC=CC=C1 (pyridine). Yields the product BrC=1C=CC(=C(C(=O)C2=C(C=CC=C2)F)C1)NS(=O)(=O)C1=CC(=C(C=C1)OC)OC (5-Bromo-2-(3,4-dimethoxyphenylsulfonamido)-2'-fluorobenzophenone). RXN SMILES: [NH2:1][C:2]1[CH:16]=[CH:15][C:14]([Br:17])=[CH:13][C:3]=1[C:4]([C:6]1[CH:11]=[CH:10][CH:9]=[CH:8][C:7]=1[F:12])=[O:5].[CH3:18][O:19][C:20]1[CH:21]=[C:22]([S:28](Cl)(=[O:30])=[O:29])[CH:23]=[CH:24][C:25]=1[O:26][CH3:27]>N1C=CC=CC=1>[Br:17][C:14]1[CH:15]=[CH:16][C:2]([NH:1][S:28]([C:22]2[CH:23]=[CH:24][C:25]([O:26][CH3:27])=[C:20]([O:19][CH3:18])[CH:21]=2)(=[O:30])=[O:29])=[C:3]([CH:13]=1)[C:4]([C:6]1[CH:11]=[CH:10][CH:9]=[CH:8][C:7]=1[F:12])=[O:5]. Procedure: 20 g of 2-amino-5-bromo-2'-fluorobenzophenone are heated at 85° C. for 48 hours in 120 ml of dry pyridine in the presence of 20 g of 3,4-dimethoxyphenylsulfonyl chloride. The mixture is cooled, poured into ice-cold water, the solid is filtered off, the solid is extracted with AcOEt, the organic phase is washed with water, a solution of hydrochloric acid (1N), water and then saline water. After drying over magnesium sulfate and evaporating the solvent under vacuum, a solid is obtained which is re...